From a dataset of the Open Reaction Database (ORD), a public repository of structured organic reaction records. describe an organic reaction: reactants, conditions, products, and yield The reactants are FC=1C=C(NC2=C(C=CC=C2)[N+](=O)[O-])C=CC1F (3,4-difluoro-N-(2-nitrophenyl)aniline). The reagents and catalysts are [Pd] (palladium on carbon). Run in C(C)(=O)OCC.CO (ethyl acetate methanol). Run at time 3 hour. Yields the product FC=1C=C(C=CC1F)NC=1C(=CC=CC1)N (N-(3,4-difluorophenyl)benzene-1,2-diamine). Yield: 50.7%. Reaction SMILES: [F:1][C:2]1[CH:3]=[C:4]([CH:15]=[CH:16][C:17]=1[F:18])[NH:5][C:6]1[CH:11]=[CH:10][CH:9]=[CH:8][C:7]=1[N+:12]([O-])=O>C(OCC)(=O)C.CO.[Pd]>[F:1][C:2]1[CH:3]=[C:4]([NH:5][C:6]2[C:7]([NH2:12])=[CH:8][CH:9]=[CH:10][CH:11]=2)[CH:15]=[CH:16][C:17]=1[F:18] |f:1.2|. Procedure: A solution of 3,4-difluoro-N-(2-nitrophenyl)aniline (22.76 g, 91 mmol) in 50% ethyl acetate/methanol (500 mL) was treat with palladium on carbon 10 w. % loading, matrix activated carbon support (3.07 g). The reaction mixture was placed on the Parr shaker for 3 h at 60 psi. The reaction mixture was filtered through celite and evaporated. The crude reaction product was purified by flash chromatography (SiO2, 3→50% ethyl acetate/heptane) to provided N-(3,4-difluorophenyl)benzene-1,2-diamine (10.17 ... The reactants are C(C1=CC=CC=C1)OC(CCNC(C1=CC(=CC=C1)NC(CCCNC(=O)OCC1=CC=CC=C1)=O)=O)=O (N-[m-[4-[1-(benzyloxy)formamido]butyramido]benzoyl]-β-alanine benzyl ester), C(C1=CC=CC=C1)OC(=O)NCCCC(=O)O (4-[1-(benzyloxy)formamido]butyric acid), NC=1C=C(C(=O)O)C=CC1 (m-aminobenzoic acid). Solvent: C(C)O (ethanol). Yields the product C(C1=CC=CC=C1)OC(=O)NCCCC(=O)NC1=C(C(=O)O)C=CC=C1 (4-[1-(benzyloxy)formamido]butyramidobenzoic acid). Reaction SMILES: C(OC(=O)CCNC(=O)[C:14]1[CH:19]=[CH:18][CH:17]=[C:16]([NH:20][C:21](=[O:36])[CH2:22][CH2:23][CH2:24][NH:25][C:26]([O:28][CH2:29][C:30]2[CH:35]=[CH:34][CH:33]=[CH:32][CH:31]=2)=[O:27])[CH:15]=1)C1C=CC=CC=1.C([O:46][C:47](NCCCC(O)=O)=[O:48])C1C=CC=CC=1.NC1C=C(C=CC=1)C(O)=O>C(O)C>[CH2:29]([O:28][C:26]([NH:25][CH2:24][CH2:23][CH2:22][C:21]([NH:20][C:16]1[CH:15]=[CH:14][CH:19]=[CH:18][C:17]=1[C:47]([OH:48])=[O:46])=[O:36])=[O:27])[C:30]1[CH:31]=[CH:32][CH:33]=[CH:34][CH:35]=1. Procedure details: For the preparation of the ester starting material, m.p. 119°-120° C. (from ethanol), 4-[1-(benzyloxy)formamido]butyric acid is reacted with m-aminobenzoic acid to give m-[4-[1-(benzyloxy)formamido]butyramidobenzoic acid and the latter is reacted with β-alanine benzyl ester.